This data is from the Open Reaction Database (ORD), a public repository of structured organic reaction records. The task is: describe an organic reaction: reactants, conditions, products, and yield Reactants: CCOC(=O)c1csc(N)n1, C[O-], CO, [Na+]. The product is COC(=O)c1csc(N)n1. As a reaction SMILES: [CH2:1]([CH3:2])[O:3][C:4](=[O:5])[c:6]1[n:7][c:8]([NH2:11])[s:9][cH:10]1.[CH3:12][O-:13].[CH3:15][OH:16].[Na+:14]>>[CH3:1][O:3][C:4](=[O:5])[c:6]1[n:7][c:8]([NH2:11])[s:9][cH:10]1.